This data is from the Open Reaction Database (ORD), a public repository of structured organic reaction records. The task is: describe an organic reaction: reactants, conditions, products, and yield The reactants are [Si](C)(C)(C(C)(C)C)OCC1=CC2=C(C=N1)N(C=N2)C2=CC(=C(S2)C(=O)OC)OC(C)C2=C(C=CC=C2)C(F)(F)F (methyl 5-[6-({[tert-butyl(dimethyl)silyl]oxy}methyl)-3H-imidazo[4,5-c]pyridin-3-yl]-3-{1-[2-(trifluoromethyl)phenyl]ethoxy}thiophene-2-carboxylate), saturated solution, N (ammonia). The solvent is CO (methanol). Yields the product [Si](C)(C)(C(C)(C)C)OCC1=CC2=C(C=N1)N(C=N2)C2=CC(=C(S2)C(=O)N)OC(C)C2=C(C=CC=C2)C(F)(F)F (5-[6-({[tert-butyl(dimethyl)silyl]oxy}methyl)-3H-imidazo[4,5-c]pyridin-3-yl]-3-{1-[2-(trifluoromethyl)phenyl]ethoxy}thiophene-2-carboxamide). RXN SMILES: [Si:1]([O:8][CH2:9][C:10]1[N:15]=[CH:14][C:13]2[N:16]([C:19]3[S:23][C:22]([C:24]([O:26]C)=O)=[C:21]([O:28][CH:29]([C:31]4[CH:36]=[CH:35][CH:34]=[CH:33][C:32]=4[C:37]([F:40])([F:39])[F:38])[CH3:30])[CH:20]=3)[CH:17]=[N:18][C:12]=2[CH:11]=1)([C:4]([CH3:7])([CH3:6])[CH3:5])([CH3:3])[CH3:2].[NH3:41]>CO>[Si:1]([O:8][CH2:9][C:10]1[N:15]=[CH:14][C:13]2[N:16]([C:19]3[S:23][C:22]([C:24]([NH2:41])=[O:26])=[C:21]([O:28][CH:29]([C:31]4[CH:36]=[CH:35][CH:34]=[CH:33][C:32]=4[C:37]([F:40])([F:39])[F:38])[CH3:30])[CH:20]=3)[CH:17]=[N:18][C:12]=2[CH:11]=1)([C:4]([CH3:7])([CH3:5])[CH3:6])([CH3:3])[CH3:2]. Procedure: In a similar manner as described for example A7, 14.1 g of methyl 5-[6-({[tert-butyl(dimethyl)silyl]oxy}methyl)-3H-imidazo[4,5-c]pyridin-3-yl]-3-{1-[2-(trifluoromethyl)phenyl]ethoxy}thiophene-2-carboxylate and 1.6 l of a saturated solution of ammonia in methanol yield the title compound. The reactants are FC(OC1=CC=C(C=C1)N1N=C(C(C=C1)=O)C(\C=C\N(C)C)=O)F (1-(4-Difluoromethoxy-phenyl)-3-((E)-3-dimethylamino-acryloyl)-1H-pyridazin-4-one), FC1=C(C=CC=C1)NN (2-fluoro-phenylhydrazine). The product is FC(OC1=CC=C(C=C1)N1N=C(C(C=C1)=O)C=1N(N=CC1)C1=C(C=CC=C1)F)F (1-(4-Difluoromethoxy-phenyl)-3-[2-(2-fluoro-phenyl)-2H-pyrazol-3-yl]-1H-pyridazin-4-one). RXN SMILES: [F:1][CH:2]([F:24])[O:3][C:4]1[CH:9]=[CH:8][C:7]([N:10]2[CH:15]=[CH:14][C:13](=[O:16])[C:12]([C:17](=O)/[CH:18]=[CH:19]/[N:20](C)C)=[N:11]2)=[CH:6][CH:5]=1.[F:25][C:26]1[CH:31]=[CH:30][CH:29]=[CH:28][C:27]=1[NH:32]N>>[F:1][CH:2]([F:24])[O:3][C:4]1[CH:9]=[CH:8][C:7]([N:10]2[CH:15]=[CH:14][C:13](=[O:16])[C:12]([C:17]3[N:32]([C:27]4[CH:28]=[CH:29][CH:30]=[CH:31][C:26]=4[F:25])[N:20]=[CH:19][CH:18]=3)=[N:11]2)=[CH:6][CH:5]=1. Procedure details: The product was obtained starting from 1-(4-Difluoromethoxy-phenyl)-3-((E)-3-dimethylamino-acryloyl)-1H-pyridazin-4-one (A-9) and 2-fluoro-phenylhydrazine according to the method described for example 91. MS: M=399.1 (M+H)+ Starting materials: C(C1=CC=CC=C1)OC(C(CC1=CC(=C(C=C1)O)CC1=CC=CC=C1)OCC)=O (3-(3-benzyl-4-hydroxy-phenyl)-2-ethoxy-propionic acid benzyl ester), CC1=C(N=C(O1)C1=CC=CC=C1)CC(=O)O ((5-methyl-2-phenyl-oxazol-4-yl)-acetic acid), C(Cl)Cl (DCM), Cl (HCl). Solvent: C(CCl)Cl (EDC), CCCCCCC.CCOC(=O)C (n-heptane EtOAc). Reaction conditions: time 17 hour. The product is C(C1=CC=CC=C1)OC(C(CC1=CC(=C(C=C1)OC(CC=1N=C(OC1C)C1=CC=CC=C1)=O)CC1=CC=CC=C1)OCC)=O (3-{3-Benzyl-4-[2-(5-methyl-2-phenyl-oxazol-4-yl)-acetoxy]-phenyl}-2-ethoxy-propionic acid benzyl ester), oil. The yield is 82.6%. RXN SMILES: [CH2:1]([O:8][C:9](=[O:29])[CH:10]([O:26][CH2:27][CH3:28])[CH2:11][C:12]1[CH:17]=[CH:16][C:15]([OH:18])=[C:14]([CH2:19][C:20]2[CH:25]=[CH:24][CH:23]=[CH:22][CH:21]=2)[CH:13]=1)[C:2]1[CH:7]=[CH:6][CH:5]=[CH:4][CH:3]=1.[CH3:30][C:31]1[O:35][C:34]([C:36]2[CH:41]=[CH:40][CH:39]=[CH:38][CH:37]=2)=[N:33][C:32]=1[CH2:42][C:43](O)=[O:44].C(Cl)Cl.Cl>CCCCCCC.CCOC(C)=O.C(Cl)CCl>[CH2:1]([O:8][C:9](=[O:29])[CH:10]([O:26][CH2:27][CH3:28])[CH2:11][C:12]1[CH:17]=[CH:16][C:15]([O:18][C:43](=[O:44])[CH2:42][C:32]2[N:33]=[C:34]([C:36]3[CH:41]=[CH:40][CH:39]=[CH:38][CH:37]=3)[O:35][C:31]=2[CH3:30])=[C:14]([CH2:19][C:20]2[CH:21]=[CH:22][CH:23]=[CH:24][CH:25]=2)[CH:13]=1)[C:2]1[CH:7]=[CH:6][CH:5]=[CH:4][CH:3]=1 |f:4.5|. Reported procedure: To a solution of 3-(3-benzyl-4-hydroxy-phenyl)-2-ethoxy-propionic acid benzyl ester (45 mg, 0.11 mol) and (5-methyl-2-phenyl-oxazol-4-yl)-acetic acid (25 mg, 0.11 mmol) in dry DCM (2.0 mL) first DMAP (2.8 mg, 0.02 mmol) and then EDC×HCl (26.5 mg, 0.13 mmol) was added and the mixture was stirred under nitrogen atmosphere at room temperature for 17 h. The solvent was removed under vacuo and the product was isolated out of the remaining oil by column chromatography using n-heptane/EtOAc (4:1) as th... Reactants: N12CC[N+](CC1)(CC2)[O-] (1,4-diazabicyclo[2.2.2]octane N-oxide), F[B-](F)(F)F.[Na+] (sodium tetrafluoroborate), FF (fluorine). Run in C(C)#N (acetonitrile). The product is F[B-](F)(F)F.F[B-](F)(F)F.O[N+]12CC[N+](CC1)(CC2)F (1-hydroxyl-4-fluoro- 1,4-diazoniabicyclo[2.2.2]octane bis(tetrafluoroborate)). Yield: 70.0%. Reaction SMILES: [N:1]12[CH2:8][CH2:7][N+:4]([O-:9])([CH2:5][CH2:6]1)[CH2:3][CH2:2]2.[F:10][B-:11]([F:14])([F:13])[F:12].[Na+].[F:16]F>C(#N)C>[F:10][B-:11]([F:14])([F:13])[F:12].[F:10][B-:11]([F:14])([F:13])[F:12].[OH:9][N+:4]12[CH2:7][CH2:8][N+:1]([F:16])([CH2:6][CH2:5]1)[CH2:2][CH2:3]2 |f:1.2,5.6.7|. Reported procedure: A solution of 1,4-diazabicyclo[2.2.2]octane N-oxide (1.26 g, 9.8 mmole) and sodium tetrafluoroborate (1 g, 9.1 mmole) in acetonitrile (250 mL) was cooled to 8° C. and treated with a mixture of fluorine in nitrogen (10% V/V, 30 mmole). The reaction was evaporated, the remaining solid washed with acetone and dried to afford 1.03 grams of 1-hydroxyl-4-fluoro- 1,4-diazoniabicyclo[2.2.2]octane bis(tetrafluoroborate) (70% yield). Reactants: C(C)(=O)NS(=O)(=O)C1=CC=C(C=C1)N1N=C(C=2CCC3=C(C12)C=C(C=C3)NC(C3=C(C=CC=C3)Cl)=O)C(=O)N (1-{4-[(acetylamino)sulfonyl]phenyl}-8-[(2-chlorobenzoyl)amino]-4,5-dihydro-1H-benzo[g]indazole-3-carboxamide), NaH2, IC (Iodomethane). Run in CN(C)C=O (DMF), CN(C)C=O (DMF). Run at time 1 hour. Product: ClC1=C(C(=O)NC2=CC3=C(CCC=4C(=NN(C34)C3=CC=C(C=C3)S(=O)(=O)NC)C(=O)N)C=C2)C=CC=C1 (8-[(2-chlorobenzoyl)amino]-1-{4-[(methylamino)sulfonyl]phenyl}-4,5-dihydro-1H-benzo[g]indazole-3-carboxamide), C(C)(=O)N(S(=O)(=O)C1=CC=C(C=C1)N1N=C(C=2CCC3=C(C12)C=C(C=C3)NC(C3=C(C=CC=C3)Cl)=O)C(=O)N)C (1-(4-{[acetyl(methyl)amino]sulfonyl}phenyl)-8-[(2-chlorobenzoyl)amino]-4,5-dihydro-1H-benzo[g]indazole-3-carboxamide). Isolated yield 53.6%. RXN SMILES: [C:1]([NH:4][S:5]([C:8]1[CH:13]=[CH:12][C:11]([N:14]2[C:22]3[C:21]4[CH:23]=[C:24]([NH:27][C:28](=[O:36])[C:29]5[CH:34]=[CH:33][CH:32]=[CH:31][C:30]=5[Cl:35])[CH:25]=[CH:26][C:20]=4[CH2:19][CH2:18][C:17]=3[C:16]([C:37]([NH2:39])=[O:38])=[N:15]2)=[CH:10][CH:9]=1)(=[O:7])=[O:6])(=[O:3])[CH3:2].I[CH3:41]>CN(C=O)C>[Cl:35][C:30]1[CH:31]=[CH:32][CH:33]=[CH:34][C:29]=1[C:28]([NH:27][C:24]1[CH:25]=[CH:26][C:20]2[CH2:19][CH2:18][C:17]3[C:16]([C:37]([NH2:39])=[O:38])=[N:15][N:14]([C:11]4[CH:10]=[CH:9][C:8]([S:5]([NH:4][CH3:1])(=[O:6])=[O:7])=[CH:13][CH:12]=4)[C:22]=3[C:21]=2[CH:23]=1)=[O:36].[C:1]([N:4]([CH3:41])[S:5]([C:8]1[CH:9]=[CH:10][C:11]([N:14]2[C:22]3[C:21]4[CH:23]=[C:24]([NH:27][C:28](=[O:36])[C:29]5[CH:34]=[CH:33][CH:32]=[CH:31][C:30]=5[Cl:35])[CH:25]=[CH:26][C:20]=4[CH2:19][CH2:18][C:17]=3[C:16]([C:37]([NH2:39])=[O:38])=[N:15]2)=[CH:12][CH:13]=1)(=[O:7])=[O:6])(=[O:3])[CH3:2]. Reported procedure: To a stirring solution of 1-{4-[(acetylamino)sulfonyl]phenyl}-8-[(2-chlorobenzoyl)amino]-4,5-dihydro-1H-benzo[g]indazole-3-carboxamide (563 mg, 1 mmol) in DMF (20 mL) was added NaH2 (40 mg, 1 mmol). The mixture was stirred at room temperature for 1 h. To the mixture was added a solution of Iodomethane (170.3 mg, 1.2 mmol) in DMF (1 mL). The solution was stirred at room temperature for 4 h and concentrated. It was purified by HPLC to give a solid of the desired compound 1-(4-{[acetyl(methyl)amino...